This data is from the Open Reaction Database (ORD), a public repository of structured organic reaction records. The task is: describe an organic reaction: reactants, conditions, products, and yield Reactants: C(C)(=O)O (acetic acid), N(=O)N1CCCSC2=C1C=CC=C2 (2,3,4,5-tetrahydro-5-nitroso-1,5-benzothiazepine), O.Cl.N1CCC(CC1)=O (4-piperidone hydrochloride monohydrate). The reagents and catalysts are [Zn] (zinc). The solvent is C(C)O (ethanol). Conditions: time 1 hour. The product is N1CCC(CC1)=NN1CCCSC2=C1C=CC=C2 (2,3,4,5-tetrahydro-5-[(4-piperidylidene)amino]-1,5-benzothiazepine). As a reaction SMILES: C(O)(=O)C.[N:5]([N:7]1[C:13]2[CH:14]=[CH:15][CH:16]=[CH:17][C:12]=2[S:11][CH2:10][CH2:9][CH2:8]1)=O.O.Cl.[NH:20]1[CH2:25][CH2:24][C:23](=O)[CH2:22][CH2:21]1>[Zn].C(O)C>[NH:20]1[CH2:25][CH2:24][C:23](=[N:5][N:7]2[C:13]3[CH:14]=[CH:15][CH:16]=[CH:17][C:12]=3[S:11][CH2:10][CH2:9][CH2:8]2)[CH2:22][CH2:21]1 |f:2.3.4|. Procedure: Glacial acetic acid (700 ml) is added dropwise to a vigorously stirred mixture of 62 g of 2,3,4,5-tetrahydro-5-nitroso-1,5-benzothiazepine, 49 g of 4-piperidone hydrochloride monohydrate, 400 ml of anhydrous ethanol, and 140 g of zinc dust, cooled in an ice-bath. After the addition is complete, the mixture is stirred at room temperature for 1 hr. and filtered. The residue is washed with a small quantity of ethanol and the combined filtrates heated at 65°-70° C for 1 hour and then stripped of eth... The reactants are CN1CCCC1=O, NC1CCC(N)CC1, Cn1ccc(Nc2cc(Cl)nn3c(C(=O)Nc4ccncc4F)cnc23)n1. Yields the product Cn1ccc(Nc2cc(NC3CCC(N)CC3)nn3c(C(=O)Nc4ccncc4F)cnc23)n1. Reaction SMILES: [CH3:36][N:37]1[CH2:38][CH2:39][CH2:40][C:41]1=[O:42].[CH:28]1([NH2:35])[CH2:29][CH2:30][CH:31]([NH2:34])[CH2:32][CH2:33]1.[Cl:1][c:2]1[cH:3][c:4]([NH:21][c:22]2[n:23][n:24]([CH3:27])[cH:25][cH:26]2)[c:5]2[n:6]([n:7]1)[c:8]([C:11](=[O:12])[NH:13][c:14]1[c:15]([F:20])[cH:16][n:17][cH:18][cH:19]1)[cH:9][n:10]2>>[c:2]1([NH:35][CH:28]2[CH2:29][CH2:30][CH:31]([NH2:34])[CH2:32][CH2:33]2)[cH:3][c:4]([NH:21][c:22]2[n:23][n:24]([CH3:27])[cH:25][cH:26]2)[c:5]2[n:6]([n:7]1)[c:8]([C:11](=[O:12])[NH:13][c:14]1[c:15]([F:20])[cH:16][n:17][cH:18][cH:19]1)[cH:9][n:10]2. The reactants are COc1ccc(CN=C=O)cc1, NCC1CC(n2cc(-c3cccc(OCc4ccccc4)c3)c3c(N)ncnc32)C1. Product: COc1ccc(CNC(=O)NCC2CC(n3cc(-c4cccc(OCc5ccccc5)c4)c4c(N)ncnc43)C2)cc1. RXN SMILES: [CH3:31][O:32][c:33]1[cH:34][cH:35][c:36]([CH2:37][N:38]=[C:39]=[O:40])[cH:41][cH:42]1.[NH2:1][CH2:2][CH:3]1[CH2:4][CH:5]([n:7]2[cH:8][c:9](-[c:17]3[cH:18][c:19]([O:23][CH2:24][c:25]4[cH:26][cH:27][cH:28][cH:29][cH:30]4)[cH:20][cH:21][cH:22]3)[c:10]3[c:11]2[n:12][cH:13][n:14][c:15]3[NH2:16])[CH2:6]1>>[NH:1]([CH2:2][CH:3]1[CH2:4][CH:5]([n:7]2[cH:8][c:9](-[c:17]3[cH:18][c:19]([O:23][CH2:24][c:25]4[cH:26][cH:27][cH:28][cH:29][cH:30]4)[cH:20][cH:21][cH:22]3)[c:10]3[c:11]2[n:12][cH:13][n:14][c:15]3[NH2:16])[CH2:6]1)[C:39]([NH:38][CH2:37][c:36]1[cH:35][cH:34][c:33]([O:32][CH3:31])[cH:42][cH:41]1)=[O:40].